Task: describe an organic reaction: reactants, conditions, products, and yield. Dataset: the Open Reaction Database (ORD), a public repository of structured organic reaction records Starting materials: ClC1=C(C(=NC(=N1)C)NC(CC)CC)[N+](=O)[O-] ((6-chloro-2-methyl-5-nitro-pyrimidin-4-yl)-(1-ethyl-propyl)-amine), OC=1C(=NC(=CC1C)C)C (3-hydroxy-2,4,6-trimethylpyridine), [H-].[Na+] (sodium hydride), oil. The solvent is C1CCOC1 (THF), C1CCOC1 (THF). Conditions: temperature -78 celsius, time 1 hour. Product: C(C)C(CC)NC1=NC(=NC(=C1[N+](=O)[O-])OC=1C(=NC(=CC1C)C)C)C ((1-Ethyl-propyl)-[2-methyl-5-nitro-6-(2,4,6-trimethyl-pyridin-3-yloxy)-pyrimidin-4-yl]-amine). Isolated yield 84.4%. As a reaction SMILES: [OH:1][C:2]1[C:3]([CH3:10])=[N:4][C:5]([CH3:9])=[CH:6][C:7]=1[CH3:8].[H-].[Na+].Cl[C:14]1[N:19]=[C:18]([CH3:20])[N:17]=[C:16]([NH:21][CH:22]([CH2:25][CH3:26])[CH2:23][CH3:24])[C:15]=1[N+:27]([O-:29])=[O:28]>C1COCC1>[CH2:23]([CH:22]([NH:21][C:16]1[C:15]([N+:27]([O-:29])=[O:28])=[C:14]([O:1][C:2]2[C:3]([CH3:10])=[N:4][C:5]([CH3:9])=[CH:6][C:7]=2[CH3:8])[N:19]=[C:18]([CH3:20])[N:17]=1)[CH2:25][CH3:26])[CH3:24] |f:1.2|. Reported procedure: A solution of 3-hydroxy-2,4,6-trimethylpyridine (41 mg, 0.3 mmol) in 1 ml of dry THF was treated with 60% sodium hydride in oil (13 mg, 0.3 mmol) at rt. The reaction mixture was cooled to −78° C. and a solution of (6-chloro-2-methyl-5-nitro-pyrimidin-4-yl)-(1-ethyl-propyl)-amine (78 mg, 0.3 mmol) in 1 ml of dry THF was added. The reaction was stirred at −78° C. for 1 hour, quenched with water and extracted with ethyl acetate. The organic layer was dried and concentrated to give 91 mg (84%) of wh... Reactants: Cl.FC=1C=C(C=CC1F)S(=O)(=O)NC1=CC=C(C2=CC=CC=C12)N1CCN(CCC1)C (3,4-di-Fluoro-N-[4-(4-methyl-1,4-diazepan-1-yl)-1-naphthyl]benzenesulfonamide, hydrochloride), Cl.FC=1C=C(C=CC1F)S(=O)(=O)NC1=CC=C(C2=CC=CC=C12)N1CCN(CCC1)C (3,4-di-Fluoro-N-[4-(4-methyl-1,4-diazepan-1-yl)-1-naphthyl]benzenesulfonamide, hydrochloride), C1(=CC=CC=C1)S(=O)(=O)Cl (benzenesulfonyl chloride). Product: Cl.C(C)N1CCN(CC1)C1=CC=C(C2=CC=CC=C12)NS(=O)(=O)C1=CC=CC=C1 (N-[4-(4-Ethyl-1-piperazinyl)-1-naphthyl]benzenesulfonamide, hydrochloride), HCl-salt. Yield: 51.0%. RXN SMILES: Cl.F[C:3]1[CH:4]=[C:5]([S:10]([NH:13][C:14]2[C:23]3[C:18](=[CH:19][CH:20]=[CH:21][CH:22]=3)[C:17]([N:24]3[CH2:30][CH2:29][CH2:28][N:27]([CH3:31])[CH2:26][CH2:25]3)=[CH:16][CH:15]=2)(=[O:12])=[O:11])[CH:6]=[CH:7][C:8]=1F.C1(S([Cl:41])(=O)=O)C=CC=CC=1>>[ClH:41].[CH2:28]([N:27]1[CH2:31][CH2:30][N:24]([C:17]2[C:18]3[C:23](=[CH:22][CH:21]=[CH:20][CH:19]=3)[C:14]([NH:13][S:10]([C:5]3[CH:6]=[CH:7][CH:8]=[CH:3][CH:4]=3)(=[O:12])=[O:11])=[CH:15][CH:16]=2)[CH2:25][CH2:26]1)[CH3:29] |f:0.1,3.4|. Procedure details: The title compound was prepared from (intermediate 3 after reduction according to Method A) 4-(4-ethyl-1-piperazinyl)-1-naphthylamine (0.241 g, 0.945 mmol) and benzenesulfonyl chloride (0.121 mL, 0.945 mmol) by the method described above to yield HCl-salt 0.210 g (51%); 1H NMR (CD3OD) δ 8.19–8.15 (m, 1H), 7.94–7.90 (m, 1H), 7.70–7.66 (m, 2H), 7.56–7.46 (m, 2H), 7.44–7.36 (m, 3H), 7.19 (d, J=8.0 Hz, 1H), 7.11 (d, J=8.0 Hz, 1H), 3.75–3.40 (m, 6H), 3.34 (q, J=7.6 Hz, 2H), 3.25–3.10 (m, 2H), 1.43 (t... RXN SMILES: [CH3:42][C:43]#[N:44].[ClH:12].[N:1]12[CH2:2][CH2:3][CH2:4][N:5]=[C:6]1[CH2:7][CH2:8][CH2:9][CH2:10][CH2:11]2.[NH2:13][CH2:14][c:15]1[c:16]2[c:20]([cH:21][cH:22][cH:23]1)[C:19](=[O:24])[N:18]([CH:25]1[C:26](=[O:32])[NH:27][C:28](=[O:31])[CH2:29][CH2:30]1)[CH2:17]2.[O:33]=[C:34]=[N:35][CH:36]1[CH2:37][CH2:38][CH2:39][CH2:40][CH2:41]1>>[NH:13]([CH2:14][c:15]1[c:16]2[c:20]([cH:21][cH:22][cH:23]1)[C:19](=[O:24])[N:18]([CH:25]1[C:26](=[O:32])[NH:27][C:28](=[O:31])[CH2:29][CH2:30]1)[CH2:17]2)[C:34](=[O:33])[NH:35][CH:36]1[CH2:37][CH2:38][CH2:39][CH2:40][CH2:41]1. The product is O=C1CCC(N2Cc3c(CNC(=O)NC4CCCCC4)cccc3C2=O)C(=O)N1. The reactants are CC#N, Cl, C1CCC2=NCCCN2CC1, NCc1cccc2c1CN(C1CCC(=O)NC1=O)C2=O, O=C=NC1CCCCC1. Starting materials: Cl.N[C@H]1CC[C@H](CC1)NC(=O)C1=C(NC2=C1N=CN=C2C2=C(C=CC(=C2)C)OCC2CC2)C (N-(Cis-4-aminocyclohexyl)-4-[2-(cyclopropylmethoxy)-5-methylphenyl]-6-methyl-5H-pyrrolo[3,2-d]pyrimidine-7-carboxamide hydrochloride), C(C)(=O)O[C@H](C(=O)Cl)C ((2S)-1-chloro-1-oxopropan-2-yl acetate). The product is C1(CC1)COC1=C(C=C(C=C1)C)C=1C2=C(N=CN1)C(=C(N2)C)C(=O)N[C@@H]2CC[C@@H](CC2)NC([C@H](C)O)=O (4-[2-(Cyclopropylmethoxy)-5-methylphenyl]-N-(cis-4-{[(2S)-2-hydroxypropanoyl]amino}cyclohexyl)-6-methyl-5H-pyrrolo[3,2-d]pyrimidine-7-carboxamide). Reaction SMILES: Cl.[NH2:2][C@@H:3]1[CH2:8][CH2:7][C@H:6]([NH:9][C:10]([C:12]2[C:16]3[N:17]=[CH:18][N:19]=[C:20]([C:21]4[CH:26]=[C:25]([CH3:27])[CH:24]=[CH:23][C:22]=4[O:28][CH2:29][CH:30]4[CH2:32][CH2:31]4)[C:15]=3[NH:14][C:13]=2[CH3:33])=[O:11])[CH2:5][CH2:4]1.C([O:37][C@@H:38]([CH3:42])[C:39](Cl)=[O:40])(=O)C>>[CH:30]1([CH2:29][O:28][C:22]2[CH:23]=[CH:24][C:25]([CH3:27])=[CH:26][C:21]=2[C:20]2[C:15]3[NH:14][C:13]([CH3:33])=[C:12]([C:10]([NH:9][C@H:6]4[CH2:7][CH2:8][C@@H:3]([NH:2][C:39](=[O:40])[C@@H:38]([OH:37])[CH3:42])[CH2:4][CH2:5]4)=[O:11])[C:16]=3[N:17]=[CH:18][N:19]=2)[CH2:31][CH2:32]1 |f:0.1|. Procedure details: Starting from N-(cis-4-aminocyclohexyl)-4-[2-(cyclopropylmethoxy)-5-methylphenyl]-6-methyl-5H-pyrrolo[3,2-d]pyrimidine-7-carboxamide hydrochloride (example D.f30) and commercially available (2S)-1-chloro-1-oxopropan-2-yl acetate the title compound is obtained as colorless solid. RXN SMILES: [NH2:1][C:2]1[CH:7]=[CH:6][C:5]([CH2:8][CH2:9][C:10]([O:12][CH3:13])=[O:11])=[CH:4][CH:3]=1.[CH:14](=O)[CH2:15][CH2:16][CH3:17]>>[CH2:14]([NH:1][C:2]1[CH:3]=[CH:4][C:5]([CH2:8][CH2:9][C:10]([O:12][CH3:13])=[O:11])=[CH:6][CH:7]=1)[CH2:15][CH2:16][CH3:17]. Starting materials: NC1=CC=C(C=C1)CCC(=O)OC (methyl 3-(4-aminophenyl)propanoate), C(CCC)=O (butyraldehyde). The yield is 35.7%. The product is C(CCC)NC1=CC=C(C=C1)CCC(=O)OC (Methyl 3-(4-(butylamino)phenyl)propanoate). Reported procedure: Following a procedure analogous to that for the synthesis Example 106, methyl 3-(4-aminophenyl)propanoate (Jakobsen, C. M. et al., J. Med. Chem., 44:4696-4703 (2001)) (896 mg, 5.00 mmol) and butyraldehyde (397 mg, 5.50 mmol) were converted to the title compound (420 mg, 44%). 1H NMR (CDCl3) δ 7.01 (d, J=8.4 Hz, 2H), 6.60-6.47 (m, 2H), 3.68 (s, 3H), 3.10 (t, J=7.2 Hz, 2H), 2.89-2.77 (m, 2H), 2.62-2.46 (m, 2H), 1.66-1.53 (m, 2H), 1.43 (qd, J=15.0, 7.3 Hz, 2H), 0.96 (t, J=7.3 Hz, 3H); MS (ESI+) m/z...